Dataset: the Open Reaction Database (ORD), a public repository of structured organic reaction records. Task: describe an organic reaction: reactants, conditions, products, and yield The reactants are O=C1NC=CC(=C1)CNC(=O)C=1C=2C=NN(C2C=CC1)C1=CC=C(C=C1)F (1-(4-fluoro-phenyl)-1H-indazole-4-carboxylic acid (2-oxo-1,2-dihydro-pyridin-4-ylmethyl)-amide), C(=O)([O-])[O-].[K+].[K+] (K2CO3), IC (iodomethane). The solvent is O (water), CN(C)C=O (DMF). Reaction conditions: temperature 60 celsius. Yields the product CN1C(C=C(C=C1)CNC(=O)C=1C=2C=NN(C2C=CC1)C1=CC=C(C=C1)F)=O (1-(4-Fluoro-phenyl)-1H-indazole-4-carboxylic acid (1-methyl-2-oxo-1,2-dihydro-pyridin-4-ylmethyl)-amide). Reaction SMILES: [O:1]=[C:2]1[CH:7]=[C:6]([CH2:8][NH:9][C:10]([C:12]2[C:13]3[CH:14]=[N:15][N:16]([C:21]4[CH:26]=[CH:25][C:24]([F:27])=[CH:23][CH:22]=4)[C:17]=3[CH:18]=[CH:19][CH:20]=2)=[O:11])[CH:5]=[CH:4][NH:3]1.[C:28]([O-])([O-])=O.[K+].[K+].IC>CN(C=O)C.O>[CH3:28][N:3]1[CH:4]=[CH:5][C:6]([CH2:8][NH:9][C:10]([C:12]2[C:13]3[CH:14]=[N:15][N:16]([C:21]4[CH:26]=[CH:25][C:24]([F:27])=[CH:23][CH:22]=4)[C:17]=3[CH:18]=[CH:19][CH:20]=2)=[O:11])=[CH:7][C:2]1=[O:1] |f:1.2.3|. Reported procedure: To a stirred solution of 1-(4-fluoro-phenyl)-1H-indazole-4-carboxylic acid (2-oxo-1,2-dihydro-pyridin-4-ylmethyl)-amide (50 mg, 0.1 mmol) in DMF (1.0 mL) was added K2CO3 (45.8 mg, 0.331 mmol) followed by iodomethane (0.017 mL, 0.28 mmol). The mixture was warmed at 60° C. for 3 hours. The mixture was diluted with water (10 mL), and a white solid was obtained by filtration. The solid was washed with water (5×10 mL) and air dried. The resulting solid was purified by silica gel chromatography elutin... Reactants: BrCCOc1ccccc1, O=C(OC1CN2CCC1CC2)C1(c2ccccc2)CCCCCC1. The product is [Br-], O=C(OC1C[N+]2(CCOc3ccccc3)CCC1CC2)C1(c2ccccc2)CCCCCC1. Reaction SMILES: [O:25]([c:26]1[cH:27][cH:28][cH:29][cH:30][cH:31]1)[CH2:32][CH2:33][Br:34].[c:1]1([C:7]2([C:14](=[O:15])[O:16][CH:17]3[CH2:18][N:19]4[CH2:20][CH2:21][CH:22]3[CH2:23][CH2:24]4)[CH2:8][CH2:9][CH2:10][CH2:11][CH2:12][CH2:13]2)[cH:2][cH:3][cH:4][cH:5][cH:6]1>>[Br-:34].[c:1]1([C:7]2([C:14](=[O:15])[O:16][CH:17]3[CH2:18][N+:19]4([CH2:33][CH2:32][O:25][c:26]5[cH:27][cH:28][cH:29][cH:30][cH:31]5)[CH2:20][CH2:21][CH:22]3[CH2:23][CH2:24]4)[CH2:8][CH2:9][CH2:10][CH2:11][CH2:12][CH2:13]2)[cH:2][cH:3][cH:4][cH:5][cH:6]1.